Dataset: the Open Reaction Database (ORD), a public repository of structured organic reaction records. Task: describe an organic reaction: reactants, conditions, products, and yield Starting materials: OC=1N=C(SC1C(=O)OC)C=1C(=NN2C1C=CC=C2)C (methyl 4-hydroxy-2-(2-methylpyrazolo[1,5-a]pyridin-3-yl)-1,3-thiazole-5-carboxylate), C([O-])([O-])=O.[K+].[K+] (potassium carbonate), C(C1=CC=CC=C1)Br (benzyl bromide). Solvent: CN(C=O)C (N,N-dimethylformamide). Yields the product C(C1=CC=CC=C1)OC=1N=C(SC1C(=O)OC)C=1C(=NN2C1C=CC=C2)C (methyl 4-(benzyloxy)-2-(2-methylpyrazolo[1,5-a]pyridin-3-yl)-1,3-thiazole-5-carboxylate). The yield is 59.0%. RXN SMILES: [OH:1][C:2]1[N:3]=[C:4]([C:11]2[C:12]([CH3:20])=[N:13][N:14]3[CH:19]=[CH:18][CH:17]=[CH:16][C:15]=23)[S:5][C:6]=1[C:7]([O:9][CH3:10])=[O:8].C(=O)([O-])[O-].[K+].[K+].[CH2:27](Br)[C:28]1[CH:33]=[CH:32][CH:31]=[CH:30][CH:29]=1>CN(C)C=O>[CH2:27]([O:1][C:2]1[N:3]=[C:4]([C:11]2[C:12]([CH3:20])=[N:13][N:14]3[CH:19]=[CH:18][CH:17]=[CH:16][C:15]=23)[S:5][C:6]=1[C:7]([O:9][CH3:10])=[O:8])[C:28]1[CH:33]=[CH:32][CH:31]=[CH:30][CH:29]=1 |f:1.2.3|. Reported procedure: Using methyl 4-hydroxy-2-(2-methylpyrazolo[1,5-a]pyridin-3-yl)-1,3-thiazole-5-carboxylate (800 mg, 2.5 mmol) produced in Example 13-B(i), potassium carbonate (1.9 g, 5.9 mmol), benzyl bromide (2.8 g, 12 mmol) and N,N-dimethylformamide (50 mL) as starting materials and in the same manner as in Example 27-B(i), the title compound (560 mg, 60%) was obtained as a yellow solid. The reactants are ClC=1C=C(N=NC1)C1=CC(=CC=C1)C(F)(F)F (5-Chloro-3-[3-(trifluoromethyl)phenyl]pyridazine), 1-oxide, O=P(Cl)(Cl)Cl (POCl3). The solvent is C1(=CC=CC=C1)C (toluene). The product is ClC=1N=NC(=CC1Cl)C1=CC(=CC=C1)C(F)(F)F (3,4-dichloro-6-[3-(trifluoromethyl)phenyl]pyridazine). The yield is 76.0%. As a reaction SMILES: [Cl:1][C:2]1[CH:3]=[C:4]([C:8]2[CH:13]=[CH:12][CH:11]=[C:10]([C:14]([F:17])([F:16])[F:15])[CH:9]=2)[N:5]=[N:6][CH:7]=1.O=P(Cl)(Cl)[Cl:20]>C1(C)C=CC=CC=1>[Cl:20][C:7]1[N:6]=[N:5][C:4]([C:8]2[CH:13]=[CH:12][CH:11]=[C:10]([C:14]([F:17])([F:16])[F:15])[CH:9]=2)=[CH:3][C:2]=1[Cl:1]. Procedure details: 5-Chloro-3-[3-(trifluoromethyl)phenyl]pyridazine, 1-oxide (27 g, 0.098 mole, Compound No. 70) and POCl3 (16.9 g, 0.11 mole) were heated to 105° C. in toluene (250 mL) under N2 for 18 h. The solvent was then removed in vacuo and the mixture was partitioned between ethyl acetate and water. The organic layer was washed with brine, dried (MgSO4), filtered through silica gel and evaporated in vacuo. The crude solid was recrystallized from cyclohexane/ethyl acetate to give 3,4-dichloro-6-[3-(trifluoro... Reactants: C1(=CC=CC=C1)P(C1=CC=CC=C1)C1=CC=CC=C1 (triphenylphosphine), C(CC#C)O (3-butyn-1-ol), C(CC#C)O (3-butyn-1-ol), BrC1=CC=C(C(=O)OC)C=C1 (methyl 4-bromobenzoate), C1(=CC=CC=C1)P(C1=CC=CC=C1)C1=CC=CC=C1 (triphenylphosphine). The reagents and catalysts are [Pd](Cl)Cl (palladium chloride), [Cu](I)I (copper iodide), [Pd](Cl)Cl (palladium chloride). Solvent: C(C)NCC (diethyl amine). Run at time 8 hour. Product: COC(C1=CC=C(C=C1)C#CCCO)=O (4-(4-hydroxy-but-1-ynyl)-benzoic acid methyl ester). The yield is 94.0%. Reaction SMILES: Br[C:2]1[CH:11]=[CH:10][C:5]([C:6]([O:8][CH3:9])=[O:7])=[CH:4][CH:3]=1.C1(P(C2C=CC=CC=2)C2C=CC=CC=2)C=CC=CC=1.[CH2:31]([OH:35])[CH2:32][C:33]#[CH:34]>C(NCC)C.[Pd](Cl)Cl.[Cu](I)I>[CH3:9][O:8][C:6](=[O:7])[C:5]1[CH:10]=[CH:11][C:2]([C:34]#[C:33][CH2:32][CH2:31][OH:35])=[CH:3][CH:4]=1. Procedure: To a stirring solution of methyl 4-bromobenzoate (13.4 g, 0.62 mmol) in diethyl amine (200 mL) was added palladium chloride (0.55 g, 3.06 mmol), and triphenylphosphine (0.16 g, 0.62 mmol). The solution was degassed and copper iodide (0.12 g, 0.62 mmol) and 3-butyn-1-ol (4.34 g, 62 mmol) were added. The reaction mixture continued to stir at room temperature overnight. Over the next two days, an additional 0.5 mol % palladium chloride, 1.0 mol % triphenylphosphine, and 12 mol % 3-butyn-1-ol were a... Starting materials: CCOC(=O)C1CCC[N+](C)(C)C1, [I-], O, O=S(=O)(O)O. Yields the product C[N+]1(C)CCCC(C(=O)[O-])C1. Reaction SMILES: [CH2:2]([CH3:3])[O:4][C:5](=[O:6])[CH:7]1[CH2:8][N+:9]([CH3:13])([CH3:14])[CH2:10][CH2:11][CH2:12]1.[I-:1].[OH2:20].[S:15](=[O:16])(=[O:17])([OH:18])[OH:19]>>[O:4]=[C:5]([O-:6])[CH:7]1[CH2:8][N+:9]([CH3:13])([CH3:14])[CH2:10][CH2:11][CH2:12]1. The reactants are FC1=CC=C(C=C1)C(C)=O (p-fluoroacetophenone), ice water, C(CC)N1CCNCC1 (N-propylpiperazine), C([O-])([O-])=O.[K+].[K+] (potassium carbonate). Solvent: CS(=O)C (dimethyl sulfoxide). The product is C(CC)N1CCN(CC1)C1=CC=C(C=C1)C(C)=O (p-(4-Propyl-1-piperazinyl)acetophenone). As a reaction SMILES: F[C:2]1[CH:7]=[CH:6][C:5]([C:8](=[O:10])[CH3:9])=[CH:4][CH:3]=1.[CH2:11]([N:14]1[CH2:19][CH2:18][NH:17][CH2:16][CH2:15]1)[CH2:12][CH3:13].C(=O)([O-])[O-].[K+].[K+]>CS(C)=O>[CH2:11]([N:14]1[CH2:19][CH2:18][N:17]([C:2]2[CH:7]=[CH:6][C:5]([C:8](=[O:10])[CH3:9])=[CH:4][CH:3]=2)[CH2:16][CH2:15]1)[CH2:12][CH3:13] |f:2.3.4|. Reported procedure: A mixture of 33.2 g. of p-fluoroacetophenone, 48.3 g. of N-propylpiperazine and 99.5 g. of potassium carbonate in 100 ml. of dimethyl sulfoxide is stirred and heated at 95° for 4.5 hours, then cooled and poured into ice water. The precipitate of p-(4-propyl-1-piperazinyl)-acetophenone is collected by filtration, washed with water and dried; m.p. 68°-70° after crystallization from hexane. The reactants are COC(CCCCCCC1C(CCC1CSC1=CC=CC=C1)=O)=O (2-oxo-5-phenylthiomethyl-cyclopentaneheptanoic acid methyl ester), ClC1=CC(=CC=C1)C(=O)OO (m-chloroperbenzoic acid). Product: COC(CCCCCCC1C(CCC1CS(=O)C1=CC=CC=C1)=O)=O (5-benzenesulfinylmethyl-2-oxo-cyclopentaneheptanoic acid methyl ester). The yield is 85.0%. RXN SMILES: [CH3:1][O:2][C:3](=[O:24])[CH2:4][CH2:5][CH2:6][CH2:7][CH2:8][CH2:9][CH:10]1[CH:14]([CH2:15][S:16][C:17]2[CH:22]=[CH:21][CH:20]=[CH:19][CH:18]=2)[CH2:13][CH2:12][C:11]1=[O:23].ClC1C=CC=C(C(OO)=[O:33])C=1>>[CH3:1][O:2][C:3](=[O:24])[CH2:4][CH2:5][CH2:6][CH2:7][CH2:8][CH2:9][CH:10]1[CH:14]([CH2:15][S:16]([C:17]2[CH:18]=[CH:19][CH:20]=[CH:21][CH:22]=2)=[O:33])[CH2:13][CH2:12][C:11]1=[O:23]. Reported procedure: In accordance with the process of Example 29, 2-oxo-5-phenylthiomethyl-cyclopentaneheptanoic acid methyl ester of Example 27 (890 mg; 2.58 m mol) and m-chloroperbenzoic acid having a purity of 85% (5.25 mg; 2.58 m mol) were used to obtain 800 mg of 5-benzenesulfinylmethyl-2-oxo-cyclopentaneheptanoic acid methyl ester as viscous oil. Starting materials: CCC(C)Oc1nc(N)c2nc(Br)n(C3CCCCO3)c2n1, C[O-], CO, [Na+]. The product is CCC(C)Oc1nc(N)c2nc(OC)n(C3CCCCO3)c2n1. As a reaction SMILES: [Br:1][c:2]1[n:3]([CH:17]2[O:18][CH2:19][CH2:20][CH2:21][CH2:22]2)[c:4]2[n:5][c:6]([O:12][CH:13]([CH2:14][CH3:15])[CH3:16])[n:7][c:8]([NH2:11])[c:9]2[n:10]1.[CH3:23][O-:24].[CH3:26][OH:27].[Na+:25]>>[c:2]1([O:24][CH3:23])[n:3]([CH:17]2[O:18][CH2:19][CH2:20][CH2:21][CH2:22]2)[c:4]2[n:5][c:6]([O:12][CH:13]([CH2:14][CH3:15])[CH3:16])[n:7][c:8]([NH2:11])[c:9]2[n:10]1.